This data is from the Open Reaction Database (ORD), a public repository of structured organic reaction records. The task is: describe an organic reaction: reactants, conditions, products, and yield The reactants are C(C1=CC=CC=C1)N1C[C@H]([C@@H](C1)C1=CSC=C1)C=O (1-benzyl-3-(S)-formyl-4-(R)-(3-thienyl)pyrrolidine), C(C=C)N1C[C@H]([C@@H](C1)C1=CSC=C1)C=O (1-allyl-3-(S)-formyl-4-(R)-(3-thienyl)pyrrolidine), FC1=CC=C(C=C1)C1CCNCC1 (4-(4-fluorophenyl)piperidine), C(C=C)N1C[C@H]([C@@H](C1)C1=CSC=C1)C=O (1-Allyl-3-(S)-formyl-4-(R)-(3-thienyl)pyrrolidine). Product: C(C=C)N1C[C@H]([C@@H](C1)C1=CSC=C1)CN1CCC(CC1)C1=CC=C(C=C1)F (1-Allyl-3-(R)-(4-(4-fluorophenyl)piperidinylmethyl)-4-(R)-(3-thienyl)pyrrolidine). Reaction SMILES: [CH2:1]([N:4]1[CH2:8][C@@H:7]([C:9]2[CH:13]=[CH:12][S:11][CH:10]=2)[C@H:6]([CH:14]=O)[CH2:5]1)[CH:2]=[CH2:3].[F:16][C:17]1[CH:22]=[CH:21][C:20]([CH:23]2[CH2:28][CH2:27][NH:26][CH2:25][CH2:24]2)=[CH:19][CH:18]=1.C(N1C[C@@H](C2C=CSC=2)[C@H](C=O)C1)C1C=CC=CC=1>>[CH2:1]([N:4]1[CH2:8][C@@H:7]([C:9]2[CH:13]=[CH:12][S:11][CH:10]=2)[C@H:6]([CH2:14][N:26]2[CH2:27][CH2:28][CH:23]([C:20]3[CH:19]=[CH:18][C:17]([F:16])=[CH:22][CH:21]=3)[CH2:24][CH2:25]2)[CH2:5]1)[CH:2]=[CH2:3]. Procedure: The title compound was prepared from 1-allyl-3-(S)-formyl-4-(R)-(3-thienyl)pyrrolidine and 4-(4-fluorophenyl)piperidine by according to procedures described in Example 241, Step 5 with the change that 1-Allyl-3-(S)-formyl-4-(R)-(3-thienyl)pyrrolidine replaced 1-benzyl-3-(S)-formyl-4-(R)-(3-thienyl)pyrrolidine. 1H NMR (CDCl3) is consistent with structure. Starting materials: C1CCOC1 (THF), C(C)(=O)O.C(C)(=O)O.IC1=CC=CC=C1 (iodobenzene diacetate), IC1=C(C(=NC=C1)OC)C=NC=1C(=NC(=NC1C)N1CCOCC1)N (N5-(4-Iodo-2-methoxy-pyridin-3ylmethylene)-6-methyl-2-morpholin-4-yl-pyrimidine-4,5-diamine). The solvent is CO (MeOH). Conditions: time 4 hour. Yields the product IC1=C(C(=NC=C1)OC)C=1NC2=NC(=NC(=C2N1)C)N1CCOCC1 (8-(4-Iodo-2-methoxy-pyridin-3-yl)-6-methyl-2-morpholin-4-yl-9H-purine). Yield: 35.7%. As a reaction SMILES: [I:1][C:2]1[CH:7]=[CH:6][N:5]=[C:4]([O:8][CH3:9])[C:3]=1[CH:10]=[N:11][C:12]1[C:13]([NH2:25])=[N:14][C:15]([N:19]2[CH2:24][CH2:23][O:22][CH2:21][CH2:20]2)=[N:16][C:17]=1[CH3:18].C1COCC1.C(O)(=O)C.C(O)(=O)C.IC1C=CC=CC=1>CO>[I:1][C:2]1[CH:7]=[CH:6][N:5]=[C:4]([O:8][CH3:9])[C:3]=1[C:10]1[NH:25][C:13]2[C:12]([N:11]=1)=[C:17]([CH3:18])[N:16]=[C:15]([N:19]1[CH2:20][CH2:21][O:22][CH2:23][CH2:24]1)[N:14]=2 |f:2.3.4|. Reported procedure: To a solution of N5-(4-Iodo-2-methoxy-pyridin-3ylmethylene)-6-methyl-2-morpholin-4-yl-pyrimidine-4,5-diamine (140 mg, 0.31 mmol) in a mixture of MeOH:THF (20 mL: 10 mL) was added iodobenzene diacetate (198 mg, 0.62 mmol). After stirring at ambient temperature for 4 hours, the solvents were evaporated in vacuo and the crude was purified by preparative HPLC (see method below) to give the title compound as an amber solid (50 mg, 36%): IR (KBr, cm−1) 3420, 2853, 1618; 1H NMR (400 MHz, CDCl3) δ 9.63 ... Starting materials: ClC1=CC=C(C=C1)C1=CC(=CC=C1)CNCC1=CC=C(C=C1)F (1-(4′-chlorobiphenyl-3-yl)-N-(4-fluorobenzyl)methanamine), ClC=1C(=C(C=C(C1)Cl)S(=O)(=O)Cl)O (3,5-dichloro-2-hydroxybenzenesulfonyl chloride), TEA. Run in C1CCOC1 (THF). Run at time 1 hour. Product: ClC=1C(=C(C=C(C1)Cl)S(=O)(=O)N(CC1=CC=C(C=C1)F)CC=1C=C(C=CC1)C1=CC=C(C=C1)Cl)O (3,5-Dichloro-N-((4′-chlorobiphenyl-3-yl)methyl)-N-(4-fluorobenzyl)-2-hydroxybenzenesulfonamide). Yield: 38.0%. As a reaction SMILES: [Cl:1][C:2]1[CH:7]=[CH:6][C:5]([C:8]2[CH:13]=[CH:12][CH:11]=[C:10]([CH2:14][NH:15][CH2:16][C:17]3[CH:22]=[CH:21][C:20]([F:23])=[CH:19][CH:18]=3)[CH:9]=2)=[CH:4][CH:3]=1.[Cl:24][C:25]1[C:26]([OH:36])=[C:27]([S:32](Cl)(=[O:34])=[O:33])[CH:28]=[C:29]([Cl:31])[CH:30]=1>C1COCC1>[Cl:24][C:25]1[C:26]([OH:36])=[C:27]([S:32]([N:15]([CH2:14][C:10]2[CH:9]=[C:8]([C:5]3[CH:6]=[CH:7][C:2]([Cl:1])=[CH:3][CH:4]=3)[CH:13]=[CH:12][CH:11]=2)[CH2:16][C:17]2[CH:18]=[CH:19][C:20]([F:23])=[CH:21][CH:22]=2)(=[O:34])=[O:33])[CH:28]=[C:29]([Cl:31])[CH:30]=1. Procedure: To a solution of 1-(4′-chlorobiphenyl-3-yl)-N-(4-fluorobenzyl)methanamine (70 mg, 0.22 mmol) in THF (4 mL) were added 3,5-dichloro-2-hydroxybenzenesulfonyl chloride (61.8 mg, 0.24 mmol) and TEA (0.08 mL, 0.54 mmol). The resulting mixture was stirred at rt for 1 h and concentrated in vacuo. The residue was dissolved in MeOH and purified by preparative HPLC. Fractions containing the desired product were combined, concentrated, and lyophilized to give the title compound (46 mg, 39%) as a glassy sol... Reactants: OC1=C2C(OCC2=C(C(=C1C/C=C(/CCC(=O)O)\C)OC)C)=O ((E)-6-(1,3-dihydro-4-hydroxy-6-methoxy-7-methyl-3-oxoisobenzofuran-5-yl)-4-methyl-4-hexenoic acid), C1(=CC=C(C=C1)S(=O)(=O)O)C (p-toluenesulfonic acid). The solvent is CO (methanol). Reaction conditions: time 3 day. Product: OC1=C2C(OCC2=C(C(=C1C/C=C(/CCC(=O)OC)\C)OC)C)=O (methyl (E)-6-(1,3-dihydro-4-hydroxy-6-methoxy-7-methyl-3-oxoisobenzofuran-5-yl)-4-methyl-4-hexenoate). The yield is 1243.2%. Reaction SMILES: [OH:1][C:2]1[C:10]([CH2:11]/[CH:12]=[C:13](\[CH3:19])/[CH2:14][CH2:15][C:16]([OH:18])=[O:17])=[C:9]([O:20][CH3:21])[C:8]([CH3:22])=[C:7]2[C:3]=1[C:4](=[O:23])[O:5][CH2:6]2.[C:24]1(C)C=CC(S(O)(=O)=O)=CC=1>CO>[OH:1][C:2]1[C:10]([CH2:11]/[CH:12]=[C:13](\[CH3:19])/[CH2:14][CH2:15][C:16]([O:18][CH3:24])=[O:17])=[C:9]([O:20][CH3:21])[C:8]([CH3:22])=[C:7]2[C:3]=1[C:4](=[O:23])[O:5][CH2:6]2. Procedure details: A solution of 15.1 g (47.1 mmol) of (E)-6-(1,3-dihydro-4-hydroxy-6-methoxy-7-methyl-3-oxoisobenzofuran-5-yl)-4-methyl-4-hexenoic acid (mycophenolic acid) and 0.7 g (3.7 mmol) of p-toluenesulfonic acid in 400 ml of methanol was allowed to stand at room temperature for 3 days. The mixture was concentrated under reduced pressure to approximately 75 ml and then partitioned between aqueous sodium bicarbonate and ethyl acetate. The organic phase was further washed with brine and then dried over sodium... Starting materials: FC(C=1C=C(OC2CNC2)C=CC1)(F)F (3-[3-(trifluoromethyl)phenoxy]azetidine), C(C1=CC=CC=C1)(C1=CC=CC=C1)N1CC(C1)OC1=CC(=CC=C1)C(F)(F)F (1-benzhydryl -3-[3-(trifluoromethyl)phenoxy]azetidine), CC1=C(C(=CC=C1)C)N=C=S (2,6-dimethylphenylisothiocyanate). The solvent is C(Cl)Cl (methylene chloride), C(Cl)Cl (methylene chloride). Product: CC1=C(C(=CC=C1)C)NC(=S)N1CC(C1)OC1=CC(=CC=C1)C(F)(F)F (N-(2,6-Dimethylphenyl)-3-[3-(trifluoromethyl)phenoxy]-1-azetidinecarbothioamide). Reaction SMILES: [F:1][C:2]([F:15])([F:14])[C:3]1[CH:4]=[C:5]([CH:11]=[CH:12][CH:13]=1)[O:6][CH:7]1[CH2:10][NH:9][CH2:8]1.C(N1CC(OC2C=CC=C(C(F)(F)F)C=2)C1)(C1C=CC=CC=1)C1C=CC=CC=1.[CH3:44][C:45]1[CH:50]=[CH:49][CH:48]=[C:47]([CH3:51])[C:46]=1[N:52]=[C:53]=[S:54]>C(Cl)Cl>[CH3:51][C:47]1[CH:48]=[CH:49][CH:50]=[C:45]([CH3:44])[C:46]=1[NH:52][C:53]([N:9]1[CH2:10][CH:7]([O:6][C:5]2[CH:11]=[CH:12][CH:13]=[C:3]([C:2]([F:1])([F:14])[F:15])[CH:4]=2)[CH2:8]1)=[S:54]. Procedure: Crude 3-[3-(trifluoromethyl)phenoxy]azetidine from catalytic debenzylation of 30.0 g (0.078 mole) of 1-benzhydryl -3-[3-(trifluoromethyl)phenoxy]azetidine was dissolved in 100 ml of methylene chloride and treated dropwise under a nitrogen atmosphere with a solution of 12.7 g (0.078 mole) of 2,6-dimethylphenylisothiocyanate in 25 ml of methylene chloride. The product began to precipitate during the addition and an addition 50 ml of methylene chloride was added to facilitate stirring. After stirri... Yields the product Cl.Cl.BrC=1C=C(C=CC1OC)C(CN1CCNCC1)C(CC)(O)CC (2-(3-bromo-4-methoxyphenyl)-3-ethyl-1-piperazin-1-ylpentan-3-ol Dihydrochloride). Reactants: Cl.Cl.BrC=1C=C(C=CC1OC)C(CN1CCN(CC1)C)C(CC)(O)CC (2-(3-bromo-4-methoxyphenyl)-3-ethyl-1-(4-methylpiperazin-1-yl)pentan-3-ol dihydrochloride), BrC=1C=C(C=CC1OC)C(C(=O)N1CCN(CC1)C(=O)OC(C)(C)C)C(CC)(O)CC (tert-butyl 4-[2-(3-bromo-4-methoxyphenyl)-3-ethyl-3-hydroxypentanoyl]piperazine-1-carboxylate), Cl (HCl). As a reaction SMILES: [ClH:1].Cl.[Br:3][C:4]1[CH:5]=[C:6]([CH:12]([C:21]([CH2:25][CH3:26])([OH:24])[CH2:22][CH3:23])[CH2:13][N:14]2[CH2:19][CH2:18][N:17](C)[CH2:16][CH2:15]2)[CH:7]=[CH:8][C:9]=1[O:10][CH3:11].BrC1C=C(C(C(CC)(O)CC)C(N2CCN(C(OC(C)(C)C)=O)CC2)=O)C=CC=1OC.Cl>>[ClH:1].[ClH:1].[Br:3][C:4]1[CH:5]=[C:6]([CH:12]([C:21]([CH2:22][CH3:23])([OH:24])[CH2:25][CH3:26])[CH2:13][N:14]2[CH2:15][CH2:16][NH:17][CH2:18][CH2:19]2)[CH:7]=[CH:8][C:9]=1[O:10][CH3:11] |f:0.1.2,5.6.7|. Procedure: In an analogous manner to Example 1, step 2 2-(3-bromo-4-methoxyphenyl)-3-ethyl-1-(4-methylpiperazin-1-yl)pentan-3-ol dihydrochloride was prepared from tert-butyl 4-[2-(3-bromo-4-methoxyphenyl)-3-ethyl-3-hydroxypentanoyl]piperazine-1-carboxylate. MS m/z 385/387 ([M+H]+); HRMS: calcd for C18H29BrN2O2.2.00 HCl, 456.0946; found (ESI), 385.1494. The reactants are BrBr (Bromine), ice, C(CCC)[C@@]12C(C=3C=CC(=CC3C1)O)=CC([C@H]2CCC)=O ((rac)-(1S,8aR)-8a-butyl-6-hydroxy-1-propyl-8,8a-dihydrocyclopenta[a]inden-2(1H)-one), C(=O)(O)[O-].[Na+] (NaHCO3). The solvent is C(Cl)(Cl)(Cl)Cl (CCl4), C(Cl)Cl (CH2Cl2). Conditions: temperature 2.5 celsius, time 70 minute. The product is BrC=1C([C@H]([C@@]2(C1C=1C=CC(=CC1C2)O)CCCC)CCC)=O ((rac)-(1S,8aR)-3-bromo-8a-butyl-6-hydroxy-1-propyl-8,8a-dihydrocyclopenta[a]inden-2(1H)-one). RXN SMILES: [Br:1]Br.[CH2:3]([C@@:7]12[C@H:19]([CH2:20][CH2:21][CH3:22])[C:18](=[O:23])[CH:17]=[C:8]1[C:9]1[CH:10]=[CH:11][C:12]([OH:16])=[CH:13][C:14]=1[CH2:15]2)[CH2:4][CH2:5][CH3:6].C([O-])(O)=O.[Na+]>C(Cl)(Cl)(Cl)Cl.C(Cl)Cl>[Br:1][C:17]1[C:18](=[O:23])[C@@H:19]([CH2:20][CH2:21][CH3:22])[C@@:7]2([CH2:3][CH2:4][CH2:5][CH3:6])[CH2:15][C:14]3[CH:13]=[C:12]([OH:16])[CH:11]=[CH:10][C:9]=3[C:8]=12 |f:2.3|. Reported procedure: Bromine (0.0072 mL, 0.14 mmol) was added to an ice-cold mixture of (rac)-(1S,8aR)-8a-butyl-6-hydroxy-1-propyl-8,8a-dihydrocyclopenta[a]inden-2(1H)-one (40 mg, 0.14 mmol) and NaHCO3 (59 mg, 0.70 mmol) in CCl4 (0.48 mL). The resulting mixture was sonicated for 20 seconds and then stirred at 0-5° C. for 70 minutes. The mixture was diluted with CH2Cl2 (30 mL) and washed with water (30 mL), and the aqueous phase was back-extracted with CH2Cl2 (2×10 mL). The combined organics were washed with saturate...